This data is from the Open Reaction Database (ORD), a public repository of structured organic reaction records. The task is: describe an organic reaction: reactants, conditions, products, and yield The reactants are Fc1cccc2cccc(Br)c12, CC(C)(C)OC(=O)N1CCNCC1, CC(C)(C)[O-], Cc1ccccc1, c1ccc(-c2ccccc2P(C2CCCCC2)C2CCCCC2)cc1, [Na+], CC(=O)[O-], CC(=O)[O-], [Pd+2]. The product is CC(C)(C)OC(=O)N1CCN(c2cccc3cccc(F)c23)CC1. Reaction SMILES: [Br:26][c:27]1[cH:28][cH:29][cH:30][c:31]2[cH:32][cH:33][cH:34][c:35]([F:37])[c:36]12.[C:38](=[O:39])([O:40][C:41]([CH3:42])([CH3:43])[CH3:44])[N:45]1[CH2:46][CH2:47][NH:48][CH2:49][CH2:50]1.[CH3:51][C:52]([CH3:53])([O-:54])[CH3:55].[CH3:57][c:58]1[cH:59][cH:60][cH:61][cH:62][cH:63]1.[CH:1]1([P:2]([c:3]2[cH:4][cH:5][cH:6][cH:7][c:8]2-[c:9]2[cH:10][cH:11][cH:12][cH:13][cH:14]2)[CH:15]2[CH2:16][CH2:17][CH2:18][CH2:19][CH2:20]2)[CH2:21][CH2:22][CH2:23][CH2:24][CH2:25]1.[Na+:56].[O-:65][C:66]([CH3:67])=[O:68].[O-:69][C:70]([CH3:71])=[O:72].[Pd+2:64]>>[c:27]1([N:48]2[CH2:47][CH2:46][N:45]([C:38](=[O:39])[O:40][C:41]([CH3:42])([CH3:43])[CH3:44])[CH2:50][CH2:49]2)[cH:28][cH:29][cH:30][c:31]2[cH:32][cH:33][cH:34][c:35]([F:37])[c:36]12. Solvent: CN(C=O)C (dimethylformamide). Procedure: 35 g (0.101 mol) of 4-(4-methylsulfonylaminobenzoyl)piperidine hydrochloride and 55 g of potassium carbonate were suspended in 700 ml of dimethylformamide and the suspension was stirred at 40° C. for 20 min. 19.6 g (0.101 mol) of 3-(2-chloroethyl)pyridine hydrochloride and 6.0 g (0.036 mol) of potassium iodide were added to the suspension and the mixture was stirred at 90° C. for 3.5 h. The liquid reaction mixture was filtered and the filtrate was concentrated, while the residue was purified acc... Reaction SMILES: [ClH:1].[CH3:2][S:3]([NH:6][C:7]1[CH:20]=[CH:19][C:10]([C:11]([CH:13]2[CH2:18][CH2:17][NH:16][CH2:15][CH2:14]2)=[O:12])=[CH:9][CH:8]=1)(=[O:5])=[O:4].C(=O)([O-])[O-].[K+].[K+].Cl.[Cl:28][CH2:29][CH2:30][C:31]1[CH:32]=[N:33][CH:34]=[CH:35][CH:36]=1.[I-].[K+]>CN(C)C=O>[ClH:28].[ClH:1].[CH3:2][S:3]([NH:6][C:7]1[CH:8]=[CH:9][C:10]([C:11]([CH:13]2[CH2:18][CH2:17][N:16]([CH2:29][CH2:30][C:31]3[CH:32]=[N:33][CH:34]=[CH:35][CH:36]=3)[CH2:15][CH2:14]2)=[O:12])=[CH:19][CH:20]=1)(=[O:4])=[O:5] |f:0.1,2.3.4,5.6,7.8,10.11.12|. Reaction conditions: temperature 40 celsius, time 20 minute. Isolated yield 28.8%. Starting materials: Cl.CS(=O)(=O)NC1=CC=C(C(=O)C2CCNCC2)C=C1 (4-(4-methylsulfonylaminobenzoyl)piperidine hydrochloride), C([O-])([O-])=O.[K+].[K+] (potassium carbonate), Cl.ClCCC=1C=NC=CC1 (3-(2-chloroethyl)pyridine hydrochloride), [I-].[K+] (potassium iodide). The product is Cl.Cl.CS(=O)(=O)NC1=CC=C(C(=O)C2CCN(CC2)CCC=2C=NC=CC2)C=C1 (4-(4-Methylsulfonylaminobenzoyl)-1-[2-(3-pyridyl)ethyl]piperidine dihydrochloride). Reactants: CN1C=C(C2=CC=CC=C12)C=1C(N(C(C1C1=CN(C2=CC(=CC=C12)[N+](=O)[O-])C)=O)COC(NCCO)=O)=O ((2-Hydoxy-ethyl)-carbamic acid 3-(1-methyl-1H-indol-3-yl)-4-(1-methyl-6-nitro-1H-indol-3-yl)-2,5-dioxo-2,5-dihydro-pyrrol-1-ylmethyl ester), example 19, C1(=CC=CC=C1)P(C1=CC=CC=C1)C1=CC=CC=C1 (Triphenylphosphine), P(=O)(OCC1=CC=CC=C1)(OCC1=CC=CC=C1)[O-] (dibenzyl phosphate). Run in C1CCOC1 (THF). Conditions: temperature -78 celsius, time 8 hour. Yields the product EtOAc hexanes, CN1C=C(C2=CC=CC=C12)C=1C(N(C(C1C1=CN(C2=CC(=CC=C12)[N+](=O)[O-])C)=O)COC(N)=O)=O (carbamic acid 3-(1-methyl-1H-indol-3-yl)-4-(1-methyl-6-nitro-1H-indol-3-yl)-2,5-dioxo-2,5-dihydro-pyrrol-1-ylmethyl ester). Yield: 54.0%. Reaction SMILES: C1(P(C2C=CC=CC=2)C2C=CC=CC=2)C=CC=CC=1.P([O-])(OCC1C=CC=CC=1)(OCC1C=CC=CC=1)=O.[CH3:39][N:40]1[C:48]2[C:43](=[CH:44][CH:45]=[CH:46][CH:47]=2)[C:42]([C:49]2[C:50](=[O:76])[N:51]([CH2:68][O:69][C:70](=[O:75])[NH:71]CCO)[C:52](=[O:67])[C:53]=2[C:54]2[C:62]3[C:57](=[CH:58][C:59]([N+:63]([O-:65])=[O:64])=[CH:60][CH:61]=3)[N:56]([CH3:66])[CH:55]=2)=[CH:41]1>C1COCC1>[CH3:39][N:40]1[C:48]2[C:43](=[CH:44][CH:45]=[CH:46][CH:47]=2)[C:42]([C:49]2[C:50](=[O:76])[N:51]([CH2:68][O:69][C:70](=[O:75])[NH2:71])[C:52](=[O:67])[C:53]=2[C:54]2[C:62]3[C:57](=[CH:58][C:59]([N+:63]([O-:65])=[O:64])=[CH:60][CH:61]=3)[N:56]([CH3:66])[CH:55]=2)=[CH:41]1. Procedure details: Triphenylphosphine (95 mg, 0.36 mmol) and dibenzyl phosphate (101 mg, 0.36 mmol) were added to a solution of (2-Hydoxy-ethyl)-carbamic acid 3-(1-methyl-1H-indol-3-yl)-4-(1-methyl-6-nitro-1H-indol-3-yl)-2,5-dioxo-2,5-dihydro-pyrrol-1-ylmethyl ester, prepared as in example 19 (150 mg, 0.289 mmol) in THF (6 mL). The mixture was cooled at −78° C. Diethyl azodicarboxiate (0.057 mL, 0.36 mmol) was added dropwise over 5 min. The cooling bath was removed and the mixture was stirred overnight. The mixtur...